describe an organic reaction: reactants, conditions, products, and yield From a dataset of the Open Reaction Database (ORD), a public repository of structured organic reaction records. Reactants: OC1C[C@H](N(CC1)C(=O)OC(C)(C)C)CO[Si](C(C)C)(C(C)C)C(C)C ((2S)-tert-butyl 4-hydroxy-2-(((triisopropylsilyl)oxy)methyl)piperidine-1-carboxylate), C[N+]1(CCOCC1)[O-] (N-methylmorpholine-N-oxide). Reagents/catalysts: [Ru](=O)(=O)(=O)[O-].C(CC)[N+](CCC)(CCC)CCC (tetrapropylammonium perruthenate). Run in ClCCl (dichloromethane). Conditions: time 8 hour. The product is O=C1C[C@H](N(CC1)C(=O)OC(C)(C)C)CO[Si](C(C)C)(C(C)C)C(C)C ((S)-tert-butyl 4-oxo-2-(((triisopropylsilyl)oxy)methyl)piperidine-1-carboxylate). As a reaction SMILES: [OH:1][CH:2]1[CH2:7][CH2:6][N:5]([C:8]([O:10][C:11]([CH3:14])([CH3:13])[CH3:12])=[O:9])[C@H:4]([CH2:15][O:16][Si:17]([CH:24]([CH3:26])[CH3:25])([CH:21]([CH3:23])[CH3:22])[CH:18]([CH3:20])[CH3:19])[CH2:3]1.C[N+]1([O-])CCOCC1>ClCCl.[Ru]([O-])(=O)(=O)=O.C([N+](CCC)(CCC)CCC)CC>[O:1]=[C:2]1[CH2:7][CH2:6][N:5]([C:8]([O:10][C:11]([CH3:14])([CH3:13])[CH3:12])=[O:9])[C@H:4]([CH2:15][O:16][Si:17]([CH:18]([CH3:20])[CH3:19])([CH:21]([CH3:23])[CH3:22])[CH:24]([CH3:25])[CH3:26])[CH2:3]1 |f:3.4|. Procedure: To a solution of Example 260B (3.32 g, 8.56 mmol) in dichloromethane (28.5 mL) was added activated powdered 4 Å molecular sieves (9 g), tetrapropylammonium perruthenate (0.150 g, 0.428 mmol) and N-methylmorpholine-N-oxide (1.505 g, 12.85 mmol), and the mixture was stirred overnight at room temperature. The mixture was filtered through a pad of silica, rinsing with ethyl acetate. The filtrate was concentrated and purified by flash chromatography on silica gel (gradient from 0-20% ethyl acetate-he... Starting materials: mercuric chloride, Cl (HCl), O=C(CCC(=O)O)C1=C(C=CC(=C1)Cl)OC (2-(1-Oxo-3-carboxypropyl)-4-chloroanisole), C1(=CC=CC=C1)C (toluene), Cl (HCl). Reagents/catalysts: [Zn] (zinc). The solvent is O (water), O (water). Reaction conditions: temperature 80 celsius. Yields the product C(=O)(O)CCCC1=C(C=CC(=C1)Cl)OC (2-(3-Carboxypropyl)-4-chloroanisole). RXN SMILES: O=[C:2]([C:8]1[CH:13]=[C:12]([Cl:14])[CH:11]=[CH:10][C:9]=1[O:15][CH3:16])[CH2:3][CH2:4][C:5]([OH:7])=[O:6].C1(C)C=CC=CC=1.Cl>O.[Zn]>[C:5]([CH2:4][CH2:3][CH2:2][C:8]1[CH:13]=[C:12]([Cl:14])[CH:11]=[CH:10][C:9]=1[O:15][CH3:16])([OH:7])=[O:6]. Procedure: The acid compound of step 1 above is added to a stirring mixture of toluene (22 ml), conc HCl (41 ml), water (17 ml) and the recovered product of mossy zinc (22.2 g) and mercuric chloride (2.2 g) stirred in an aqueous HCl solution for about 10 minutes. The mixture is stirred under reflux for about 16 hours, diluted with water, extracted with ethyl acetate and the organic layer is dried filtered and evaporated. The residue is taken up in 10% aqueous NaOH, and dimethyl sulfate (about 25 ml) added ... The reactants are C#CCO, ClC(Cl)Cl, CCN(C(C)C)C(C)C, [Cu]I, Cc1cccc(I)c1C, C1CCOC1, O=C(C=Cc1ccccc1)C=Cc1ccccc1, O=C(C=Cc1ccccc1)C=Cc1ccccc1, O=C(C=Cc1ccccc1)C=Cc1ccccc1, [Pd], [Pd], c1ccc(P(c2ccccc2)c2ccccc2)cc1. The product is Cc1cccc(C#CCO)c1C. As a reaction SMILES: [CH2:29]([C:30]#[CH:31])[OH:32].[CH:100]([Cl:101])([Cl:102])[Cl:103].[CH:33]([N:34]([CH:35]([CH3:36])[CH3:37])[CH2:38][CH3:39])([CH3:40])[CH3:41].[Cu:42][I:43].[I:1][c:2]1[c:3]([CH3:9])[c:4]([CH3:8])[cH:5][cH:6][cH:7]1.[O:104]1[CH2:105][CH2:106][CH2:107][CH2:108]1.[O:46]=[C:47]([CH:48]=[CH:49][c:50]1[cH:51][cH:52][cH:53][cH:54][cH:55]1)[CH:56]=[CH:57][c:58]1[cH:59][cH:60][cH:61][cH:62][cH:63]1.[O:64]=[C:65]([CH:66]=[CH:67][c:68]1[cH:69][cH:70][cH:71][cH:72][cH:73]1)[CH:74]=[CH:75][c:76]1[cH:77][cH:78][cH:79][cH:80][cH:81]1.[O:82]=[C:83]([CH:84]=[CH:85][c:86]1[cH:87][cH:88][cH:89][cH:90][cH:91]1)[CH:92]=[CH:93][c:94]1[cH:95][cH:96][cH:97][cH:98][cH:99]1.[Pd:44].[Pd:45].[c:10]1([P:11]([c:12]2[cH:13][cH:14][cH:15][cH:16][cH:17]2)[c:18]2[cH:19][cH:20][cH:21][cH:22][cH:23]2)[cH:24][cH:25][cH:26][cH:27][cH:28]1>>[c:2]1([C:31]#[C:30][CH2:29][OH:32])[c:3]([CH3:9])[c:4]([CH3:8])[cH:5][cH:6][cH:7]1. Reactants: CC(C)CCC[C@@H](C)[C@H]1CC[C@H]2[C@@H]3CC=C4C[C@@H](O)CC[C@]4(C)[C@H]3CC[C@]12C (cholesterol), Triterpene alcohol, CC[C@H](CC[C@@H](C)[C@H]1CC[C@@H]2[C@@]1(CC[C@H]3[C@H]2CC=C4[C@@]3(CC[C@@H](C4)O)C)C)C(C)C (Beta-sitosterol), tocotrienols, C[C@H](CCC=C(C)C)[C@H]1CC[C@@]2([C@@]1(CC[C@]34[C@H]2CC[C@@H]5[C@]3(C4)CC[C@@H](C5(C)C)OC(=O)/C=C/C=6C=CC(=C(C6)OC)O)C)C (gamma oryzanol), C[C@H](CCC=C(C)C)[C@H]1CC[C@@]2([C@@]1(CC[C@]34[C@H]2CC[C@@H]5[C@]3(C4)CC[C@@H](C5(C)C)OC(=O)/C=C/C=6C=CC(=C(C6)OC)O)C)C (Gamma-oryzanol), Tocotrienols, C[C@H](CCC=C(C)C)[C@H]1CC[C@@]2([C@@]1(CC[C@]34[C@H]2CC[C@@H]5[C@]3(C4)CC[C@@H](C5(C)C)OC(=O)/C=C/C=6C=CC(=C(C6)OC)O)C)C (gamma oryzanol), CC(C)CCC[C@@H](C)[C@H]1CC[C@H]2[C@@H]3CC=C4C[C@@H](O)CC[C@]4(C)[C@H]3CC[C@]12C (cholesterol), tocotrienols, tocopherols, tocotrienols, 2,21-azobis(2-methylpropionamideine)dihydrochloride, 521S-524S, CC(C)CCC[C@@H](C)[C@H]1CC[C@H]2[C@@H]3CC=C4C[C@@H](O)CC[C@]4(C)[C@H]3CC[C@]12C (cholesterol), estrogen, CC(C)CCC[C@@H](C)[C@H]1CC[C@H]2[C@@H]3CC=C4C[C@@H](O)CC[C@]4(C)[C@H]3CC[C@]12C (cholesterol), CC(C)CCC[C@@H](C)[C@H]1CC[C@H]2[C@@H]3CC=C4C[C@@H](O)CC[C@]4(C)[C@H]3CC[C@]12C (cholesterol), CC[C@H](CC[C@@H](C)[C@H]1CC[C@@H]2[C@@]1(CC[C@H]3[C@H]2CC=C4[C@@]3(CC[C@@H](C4)O[C@H]5[C@@H]([C@H]([C@@H]([C@H](O5)CO)O)O)O)C)C)C(C)C (beta-sitosterol glucoside), C[C@H](CCC=C(C)C)[C@H]1CC[C@@]2([C@@]1(CC[C@]34[C@H]2CC[C@@H]5[C@]3(C4)CC[C@@H](C5(C)C)OC(=O)/C=C/C=6C=CC(=C(C6)OC)O)C)C (gamma oryzanol), tocotrienols, phenols, 1021S, CC(C)CCC[C@@H](C)[C@H]1CC[C@H]2[C@@H]3CC=C4C[C@@H](O)CC[C@]4(C)[C@H]3CC[C@]12C (cholesterol), CC1=C(C2=C(C(=C1O)C)CC[C@@](O2)(C)CCC[C@H](C)CCC[C@H](C)CCCC(C)C)C (alpha tocopherol), C[C@H](CCC=C(C)C)[C@H]1CC[C@@]2([C@@]1(CC[C@]34[C@H]2CC[C@@H]5[C@]3(C4)CC[C@@H](C5(C)C)OC(=O)/C=C/C=6C=CC(=C(C6)OC)O)C)C (gamma oryzanol), ( 1 ), sterol ferulates, C[C@H](CCC=C(C)C)[C@H]1CC[C@@]2([C@@]1(CC[C@]34[C@H]2CC[C@@H]5[C@]3(C4)CC[C@@H](C5(C)C)OC(=O)/C=C/C=6C=CC(=C(C6)OC)O)C)C (gamma oryzanol), CCCCC[C@@H](/C=C/[C@@H]1[C@H]([C@H](CC(O1)O)O)C/C=C\CCCC(=O)O)O (thromboxane B2). The product is CC(=CCC/C(=C/CC/C(=C/CCC1(CCC2=C(O1)C=CC(=C2)O)C)/C)/C)C (tocotrienol). Procedure: Also incorporated by reference are the following: Nicolosi R. J., Ausman L. M., and Hegstead M. (1991) “Rice bran oil lowers serum and LDL lipoprotein cholesterol and apo-B levels in non-human primates” Atherosclerosis. 88(2-3) 133-142; Rukmini C., and Raghuram T. C., (1991) “Nutritional and biochemical aspects of the hypolipidemic action of rice bran oil: A review” J. Amer. Coll. Nutrition. 10: 366-375; Sugano M., and Tsuji E., (1997) “Rice bran oil and cholesterol metabolism”. J. of. Nutrition... Reaction SMILES: CC(CCC[C@H]([C@@H]1[C@]2(C)[C@H]([C@H]3[C@H](CC2)[C@:22]2(C)[C:16]([CH2:17][C@H:18]([CH2:20][CH2:21]2)[OH:19])=[CH:15][CH2:14]3)CC1)C)C.CCCCC[C@H](O)/C=C/[C@H]1OC(O)C[C@H](O)[C@@H]1C/C=C\CCCC(O)=O.[CH3:55][C@@H:56]([C@@H:63]1[C@@:67]2(C)[CH2:68][CH2:69][C@@:70]34C[C@:75]53[CH2:77][CH2:78][C@H:79]([O:83]C(/C=C/C3C=CC(O)=C(OC)C=3)=O)[C:80](C)(C)[C@@H]5CC[C@H:71]4[C@:66]2([CH3:98])[CH2:65][CH2:64]1)[CH2:57]CC=C(C)C.CC[C@@H](C(C)C)CC[C@H]([C@@H]1[C@@]2(C)CC[C@@H]3[C@@]4(C)CC[C@H](O)CC4=CC[C@H]3[C@@H]2CC1)C.CC[C@@H](C(C)C)CC[C@H]([C@@H]1[C@@]2(C)CC[C@@H]3[C@@]4(C)CC[C@H](O[C@@H]5O[C@H](CO)[C@@H](O)[C@H](O)[C@H]5O)CC4=CC[C@H]3[C@@H]2CC1)C.CC1C(O)=C(C)C2CC[C@](CCC[C@@H](CCC[C@@H](CCCC(C)C)C)C)(C)OC=2C=1C>>[CH3:55][C:56]([CH3:57])=[CH:63][CH2:64][CH2:65]/[C:66](/[CH3:98])=[CH:67]/[CH2:68][CH2:69]/[C:70](/[CH3:71])=[CH:75]/[CH2:77][CH2:78][C:79]1([CH3:80])[O:83][C:22]2[CH:21]=[CH:20][C:18]([OH:19])=[CH:17][C:16]=2[CH2:15][CH2:14]1. Reactants: hydrazo, [OH-].[Na+] (sodium hydroxide), [N+](=O)([O-])C1=C(C=CC=C1)OCC(C)C (o-nitro-isobutoxybenzene), solvent, naphtha. The reagents and catalysts are [Fe] (iron), [Zn] (zinc), O.[O-2].[Zn+2] (zinc oxide hydrate), [Zn] (zinc). Run in O (water), O (water). Reaction conditions: temperature 80 celsius. The product is C(C(C)C)OC=1C=C(C=CC1N)C1=CC(=C(N)C=C1)OCC(C)C (3,3'-diisobutoxybenzidine). As a reaction SMILES: [N+:1]([C:4]1[CH:9]=[CH:8][CH:7]=[CH:6][C:5]=1[O:10][CH2:11][CH:12]([CH3:14])[CH3:13])([O-])=O.[OH-:15].[Na+]>[Fe].[Zn].O.[O-2].[Zn+2].O>[CH2:11]([O:10][C:5]1[CH:6]=[C:7]([C:7]2[CH:8]=[CH:9][C:4]([NH2:1])=[C:5]([O:15][CH2:11][CH:12]([CH3:14])[CH3:13])[CH:6]=2)[CH:8]=[CH:9][C:4]=1[NH2:1])[CH:12]([CH3:14])[CH3:13] |f:1.2,5.6.7|. Procedure details: An iron apparatus equipped with horseshoe stirrer and heating and cooling means is charged with 293 g of o-nitro-isobutoxybenzene, 395 g of solvent naphtha and 220 g of zinc dust. The reaction mixture is heated with stirring to 80° C., and first 24 g of 50% strength sodium hydroxide solution and then 21 g of water are added with temporary cooling. To complete the reduction, stirring is continued at 80° C. with the addition of further zinc dust a little at a time (in total 53 g) until a spot test... Starting materials: CC12CCC3C(C=CC4=CC(=O)CCC43C)C1CCC2=O, Cc1ccccc1, CCOC(C)=O, N#CC1=C(C#N)C(=O)C(Cl)=C(Cl)C1=O. Product: CC12C=CC(=O)C=C1C=CC1C2CCC2(C)C(=O)CCC12. RXN SMILES: [CH3:1][C:2]12[C:3](=[O:21])[CH2:4][CH2:5][CH:6]1[CH:7]1[CH:8]=[CH:9][C:10]3=[CH:11][C:12](=[O:20])[CH2:13][CH2:14][C:15]3([CH3:16])[CH:17]1[CH2:18][CH2:19]2.[CH3:36][c:37]1[cH:38][cH:39][cH:40][cH:41][cH:42]1.[CH3:43][CH2:44][O:45][C:46](=[O:47])[CH3:48].[Cl:22][C:23]1=[C:34]([Cl:35])[C:32](=[O:33])[C:29]([C:30]#[N:31])=[C:26]([C:27]#[N:28])[C:24]1=[O:25]>>[CH3:1][C:2]12[C:3](=[O:21])[CH2:4][CH2:5][CH:6]1[CH:7]1[CH:8]=[CH:9][C:10]3=[CH:11][C:12](=[O:20])[CH:13]=[CH:14][C:15]3([CH3:16])[CH:17]1[CH2:18][CH2:19]2. Starting materials: C(#C)C=1C=C2C(CCC(C2=CC1)=O)(C)C (6-ethynyl-3,4-dihydro-4,4-dimethyl-naphthalen-1(2H)-one), C(#C)C=1C=C2C(CCC(C2=CC1)=O)(C)C (6-ethynyl-3,4-dihydro-4,4-dimethyl-naphthalen-1(2H)-one), BrC1=CC=C2C(CCC(C2=C1)=C(CC)CC)(C)C (7-bromo-3,4-dihydro-1(2H)-(3-pentylidene)-4,4-dimethylnaphthalene), BrC1=CC=C2C(CCC(C2=C1)=C(CC)CC)(C)C (7-bromo-3,4-dihydro-1(2H)-(3-pentylidene)-4,4-dimethylnaphthalene). Product: C(#C)C1=CC=C2C(CCC(C2=C1)=C(CC)CC)(C)C (7-Ethynyl-3,4-dihydro-1(2H)-(3-pentylidene)-4,4-dimethylnaphthalene). Reaction SMILES: [C:1](C1C=C2C(=CC=1)C(=O)CCC2(C)C)#[CH:2].Br[C:17]1[CH:26]=[C:25]2[C:20]([C:21]([CH3:33])([CH3:32])[CH2:22][CH2:23][C:24]2=[C:27]([CH2:30][CH3:31])[CH2:28][CH3:29])=[CH:19][CH:18]=1>>[C:1]([C:17]1[CH:26]=[C:25]2[C:20]([C:21]([CH3:33])([CH3:32])[CH2:22][CH2:23][C:24]2=[C:27]([CH2:30][CH3:31])[CH2:28][CH3:29])=[CH:19][CH:18]=1)#[CH:2]. Procedure details: Employing the same general procedure as for the preparation of 6-ethynyl-3,4-dihydro-4,4-dimethylnaphthalen-1(2H)-one (Compound K), 384 mg (1.25 mmol) of 7-bromo-3,4-dihydro-1(2H)-(3-pentylidene)-4,4-dimethylnaphthalene (Compound R) was converted into the title compound using 2.1 g (21 mmol) of trimethylsilylacetylene, 12 mg (0.06 mmol) of cuprous iodide, 43 mg (0.06 mmol) of bis(triphenylphosphine)palladium(II) chloride and 70 mg (0.5 mmol) of potassium carbonate.